Dataset: the Open Reaction Database (ORD), a public repository of structured organic reaction records. Task: describe an organic reaction: reactants, conditions, products, and yield Reactants: C(CC)OC=1C=C(CN)C=CC1OC (3-n-propoxy-4-methoxybenzylamine), O1CCOCC1 (1,4-dioxane), C(C)N1N=C(C(=C(C1=O)Cl)Cl)O (2-ethyl-4,5-dichloro-6-hydroxy-3(2H)pyridazinone), C(CC)OC=1C=C(CN)C=CC1OC (3-n-propoxy-4-methoxybenzylamine). Run in O (water). Reaction conditions: time 24 hour. Product: C(C)N1N=C(C(=C(C1=O)Cl)NCC1=CC(=C(C=C1)OC)OCCC)O (2-ethyl-4-chloro-5-(3-n-propoxy-4-methoxybenzylamino)-6-hydroxy-3(2H)pyridazinone). As a reaction SMILES: [CH2:1]([N:3]1[C:8](=[O:9])[C:7]([Cl:10])=[C:6](Cl)[C:5]([OH:12])=[N:4]1)[CH3:2].[CH2:13]([O:16][C:17]1[CH:18]=[C:19]([CH:22]=[CH:23][C:24]=1[O:25][CH3:26])[CH2:20][NH2:21])[CH2:14][CH3:15].O1CCOCC1>O>[CH2:1]([N:3]1[C:8](=[O:9])[C:7]([Cl:10])=[C:6]([NH:21][CH2:20][C:19]2[CH:22]=[CH:23][C:24]([O:25][CH3:26])=[C:17]([O:16][CH2:13][CH2:14][CH3:15])[CH:18]=2)[C:5]([OH:12])=[N:4]1)[CH3:2]. Reported procedure: A mixture comprising 523 mg of 2-ethyl-4,5-dichloro-6-hydroxy-3(2H)pyridazinone prepared in Reference Example 1, 1.71 g of 3-n-propoxy-4-methoxybenzylamine, 15 ml of 1,4-dioxane and 15 ml of water, was refluxed under stirring for 24 hours, and 1.71 g of 3-n-propoxy-4-methoxybenzylamine was further added thereto, and the reaction was conducted under the same condition for 2 days. The solvent was distilled off under reduced pressure, and dilute hydrochloric acid was added to the residue thereby ob... Reactants: ClC=1C=C(C=CC1F)C=1NC2=CC=CC=C2C1 (2-(3-chloro-4-fluorophenyl)-1H-indole), [Cl-].C(C1=CC=CC=C1)=[N+](C)C (benzylidene-dimethyl-ammonium chloride). Yields the product ClC=1C=C(C=CC1F)C=1NC2=CC=CC=C2C1C(C1=CC=CC=C1)N(C)C ({[2-(3-Chloro-4-fluorophenyl)-1H-indol-3-yl]-phenylmethyl}-dimethylamine). RXN SMILES: [Cl:1][C:2]1[CH:3]=[C:4]([C:9]2[NH:10][C:11]3[C:16]([CH:17]=2)=[CH:15][CH:14]=[CH:13][CH:12]=3)[CH:5]=[CH:6][C:7]=1[F:8].[Cl-].[CH:19](=[N+:26]([CH3:28])[CH3:27])[C:20]1[CH:25]=[CH:24][CH:23]=[CH:22][CH:21]=1>>[Cl:1][C:2]1[CH:3]=[C:4]([C:9]2[NH:10][C:11]3[C:16]([C:17]=2[CH:19]([N:26]([CH3:28])[CH3:27])[C:20]2[CH:25]=[CH:24][CH:23]=[CH:22][CH:21]=2)=[CH:15][CH:14]=[CH:13][CH:12]=3)[CH:5]=[CH:6][C:7]=1[F:8] |f:1.2|. Procedure details: The preparation was carried out in accordance with general synthesis instructions 4 from 2-(3-chloro-4-fluorophenyl)-1H-indole and benzylidene-dimethyl-ammonium chloride, which had been prepared in accordance with example 1. Reactants: CCC(O)C(C)(C)C, [Cl-], Clc1cc(Cl)ncn1, [H-], [NH4+], [Na+], C1CCOC1. Product: CCC(Oc1cc(Cl)ncn1)C(C)(C)C. RXN SMILES: [CH3:3][C:4]([CH3:5])([CH:6]([CH2:7][CH3:8])[OH:9])[CH3:10].[Cl-:19].[Cl:11][c:12]1[n:13][cH:14][n:15][c:16]([Cl:18])[cH:17]1.[H-:1].[NH4+:20].[Na+:2].[O:21]1[CH2:22][CH2:23][CH2:24][CH2:25]1>>[CH3:3][C:4]([CH3:5])([CH:6]([CH2:7][CH3:8])[O:9][c:16]1[n:15][cH:14][n:13][c:12]([Cl:11])[cH:17]1)[CH3:10]. The reactants are [Br-], O=C(O)CC1CCn2c1c(Sc1ccc(Cl)cc1)c1c(Br)cc(F)cc12, C1CCOC1, C[Mg+], [Li]C(C)CC, [Cl-], COC(=O)C(F)(F)F, [NH4+]. Yields the product O=C(O)CC1CCn2c1c(Sc1ccc(Cl)cc1)c1c(C(=O)C(F)(F)F)cc(F)cc12. As a reaction SMILES: [Br-:27].[Br:1][c:2]1[c:3]2[c:4]([S:19][c:20]3[cH:21][cH:22][c:23]([Cl:26])[cH:24][cH:25]3)[c:5]3[n:6]([c:7]2[cH:8][c:9]([F:11])[cH:10]1)[CH2:12][CH2:13][CH:14]3[CH2:15][C:16](=[O:17])[OH:18].[CH2:45]1[O:46][CH2:47][CH2:48][CH2:49]1.[CH3:28][Mg+:29].[CH:30]([Li:31])([CH2:32][CH3:33])[CH3:34].[Cl-:43].[F:35][C:36]([C:37](=[O:38])[O:39][CH3:40])([F:41])[F:42].[NH4+:44]>>[c:2]1([C:37]([C:36]([F:35])([F:41])[F:42])=[O:38])[c:3]2[c:4]([S:19][c:20]3[cH:21][cH:22][c:23]([Cl:26])[cH:24][cH:25]3)[c:5]3[n:6]([c:7]2[cH:8][c:9]([F:11])[cH:10]1)[CH2:12][CH2:13][CH:14]3[CH2:15][C:16](=[O:17])[OH:18]. The reactants are NC(C1=CC=C(C=C1)N[C@@H](C1=NN(C(N1)=O)C1=NC=CC=N1)C1=C(C(=CC(=C1)OC)OCCO)F)=NC(C1=CC=CC=C1)=O (N-[1-amino-1-(4-{[(R)-[2-fluoro-3-(2-hydroxyethoxy)-5-methoxyphenyl]-(5-oxo-1-pyrimidin-2-yl-4,5-dihydro-1H-[1,2,4]triazol-3-yl)methyl]amino}phenyl)methylidene]benzamide), C(O)([O-])=O.[K+] (potassium hydrogen carbonate), F[C@@H]1[C@H](CCCC1)OC(OC(C)Cl)=O (carbonic acid 1-chloroethyl ester (1S,2S)-2-fluorocyclohexyl ester), [I-].[Na+] (sodium iodide). Solvent: CN(C)C=O (DMF). Reaction conditions: temperature 55 celsius, time 24 hour. The product is F[C@@H]1[C@H](CCCC1)OC(OC(C)OC=1N(N=C(N1)[C@@H](C1=C(C(=CC(=C1)OC)OCCO)F)NC1=CC=C(C=C1)C(=NC(C1=CC=CC=C1)=O)N)C1=NC=CC=N1)=O (Carbonic acid 1-(5-{(R)-(4-{amino[benzoylimino]methyl}phenylamino)-[2-fluoro-3-(2-hydroxyethoxy)-5-methoxyphenyl]methyl}-2-pyrimidin-2-yl-2H-[1,2,4]triazol-3-yloxy)ethyl ester (1S,2S)-2-fluorocyclohexyl ester). The yield is 41.8%. As a reaction SMILES: [NH2:1][C:2](=[N:36][C:37](=[O:44])[C:38]1[CH:43]=[CH:42][CH:41]=[CH:40][CH:39]=1)[C:3]1[CH:8]=[CH:7][C:6]([NH:9][C@H:10]([C:23]2[CH:28]=[C:27]([O:29][CH3:30])[CH:26]=[C:25]([O:31][CH2:32][CH2:33][OH:34])[C:24]=2[F:35])[C:11]2[NH:15][C:14](=[O:16])[N:13]([C:17]3[N:22]=[CH:21][CH:20]=[CH:19][N:18]=3)[N:12]=2)=[CH:5][CH:4]=1.C(=O)([O-])O.[K+].[F:50][C@H:51]1[CH2:56][CH2:55][CH2:54][CH2:53][C@@H:52]1[O:57][C:58](=[O:63])[O:59][CH:60](Cl)[CH3:61].[I-].[Na+]>CN(C=O)C>[F:50][C@H:51]1[CH2:56][CH2:55][CH2:54][CH2:53][C@@H:52]1[O:57][C:58](=[O:63])[O:59][CH:60]([O:16][C:14]1[N:13]([C:17]2[N:18]=[CH:19][CH:20]=[CH:21][N:22]=2)[N:12]=[C:11]([C@H:10]([NH:9][C:6]2[CH:7]=[CH:8][C:3]([C:2]([NH2:1])=[N:36][C:37](=[O:44])[C:38]3[CH:39]=[CH:40][CH:41]=[CH:42][CH:43]=3)=[CH:4][CH:5]=2)[C:23]2[CH:28]=[C:27]([O:29][CH3:30])[CH:26]=[C:25]([O:31][CH2:32][CH2:33][OH:34])[C:24]=2[F:35])[N:15]=1)[CH3:61] |f:1.2,4.5|. Procedure details: To a mixture of N-[1-amino-1-(4-{[(R)-[2-fluoro-3-(2-hydroxyethoxy)-5-methoxyphenyl]-(5-oxo-1-pyrimidin-2-yl-4,5-dihydro-1H-[1,2,4]triazol-3-yl)methyl]amino}phenyl)methylidene]benzamide (200 mg) and DMF (3 mL), potassium hydrogen carbonate (200 mg), carbonic acid 1-chloroethyl ester (1S,2S)-2-fluorocyclohexyl ester (200 mg), and sodium iodide (100 mg) were sequentially added, and the resulting mixture was stirred at 55° C. for 24 hours. The reaction mixture was crudely purified by NAM silica gel... The product is COc1ccc2c(c1)C(CCN)CC2. Reactants: COc1ccc2c(c1)C(CCNC(C)=O)CC2, NN, O. RXN SMILES: [C:1](=[O:2])([CH3:3])[NH:4][CH2:5][CH2:6][CH:7]1[CH2:8][CH2:9][c:10]2[cH:11][cH:12][c:13]([O:16][CH3:17])[cH:14][c:15]21.[NH2:19][NH2:20].[OH2:18]>>[NH2:4][CH2:5][CH2:6][CH:7]1[CH2:8][CH2:9][c:10]2[cH:11][cH:12][c:13]([O:16][CH3:17])[cH:14][c:15]21. Starting materials: C, C1COCCO1, O=C1N(CCOCc2ccccc2)CCN1c1ccc(C(F)(F)F)cc1, [Pd]. The product is O=C1N(CCO)CCN1c1ccc(C(F)(F)F)cc1. RXN SMILES: [C:33].[CH2:27]1[O:28][CH2:29][CH2:30][O:31][CH2:32]1.[F:1][C:2]([c:3]1[cH:4][cH:5][c:6]([N:9]2[C:10](=[O:24])[N:11]([CH2:14][CH2:15][O:16][CH2:17][c:18]3[cH:19][cH:20][cH:21][cH:22][cH:23]3)[CH2:12][CH2:13]2)[cH:7][cH:8]1)([F:25])[F:26].[Pd:34]>>[F:1][C:2]([c:3]1[cH:4][cH:5][c:6]([N:9]2[C:10](=[O:24])[N:11]([CH2:14][CH2:15][OH:16])[CH2:12][CH2:13]2)[cH:7][cH:8]1)([F:25])[F:26].